This data is from the Open Reaction Database (ORD), a public repository of structured organic reaction records. The task is: describe an organic reaction: reactants, conditions, products, and yield The reactants are N#Cc1ccc(OCc2ccsc2)cc1F, [H-], [Na+], [Na+], C1CCOC1, Cc1ccccc1C(O)CCCC(=O)[O-]. Yields the product Cc1ccccc1C(CCCC(=O)O)Oc1cc(OCc2ccsc2)ccc1C#N. Reaction SMILES: [F:19][c:20]1[c:21]([C:22]#[N:23])[cH:24][cH:25][c:26]([O:28][CH2:29][c:30]2[cH:31][s:32][cH:33][cH:34]2)[cH:27]1.[H-:1].[Na+:18].[Na+:2].[O:35]1[CH2:36][CH2:37][CH2:38][CH2:39]1.[OH:3][CH:4]([CH2:5][CH2:6][CH2:7][C:8](=[O:9])[O-:10])[c:11]1[c:12]([CH3:17])[cH:13][cH:14][cH:15][cH:16]1>>[O:3]([CH:4]([CH2:5][CH2:6][CH2:7][C:8](=[O:9])[OH:10])[c:11]1[c:12]([CH3:17])[cH:13][cH:14][cH:15][cH:16]1)[c:20]1[c:21]([C:22]#[N:23])[cH:24][cH:25][c:26]([O:28][CH2:29][c:30]2[cH:31][s:32][cH:33][cH:34]2)[cH:27]1. Reactants: Cc1cccc(O)c1C, COC(=O)c1ccc(C(C)NC(=O)c2cc(Cl)cnc2Cl)cc1. Product: COC(=O)c1ccc(C(C)NC(=O)c2cc(Cl)cnc2Oc2cccc(C)c2C)cc1. Reaction SMILES: [CH3:24][c:25]1[c:26]([OH:32])[cH:27][cH:28][cH:29][c:30]1[CH3:31].[Cl:1][c:2]1[n:3][cH:4][c:5]([Cl:23])[cH:6][c:7]1[C:8](=[O:9])[NH:10][CH:11]([CH3:12])[c:13]1[cH:14][cH:15][c:16]([C:17](=[O:18])[O:19][CH3:20])[cH:21][cH:22]1>>[c:2]1([O:32][c:26]2[c:25]([CH3:24])[c:30]([CH3:31])[cH:29][cH:28][cH:27]2)[n:3][cH:4][c:5]([Cl:23])[cH:6][c:7]1[C:8](=[O:9])[NH:10][CH:11]([CH3:12])[c:13]1[cH:14][cH:15][c:16]([C:17](=[O:18])[O:19][CH3:20])[cH:21][cH:22]1.